Dataset: the Open Reaction Database (ORD), a public repository of structured organic reaction records. Task: describe an organic reaction: reactants, conditions, products, and yield Reactants: O=C1CCC(N2Cc3c(OCc4ccc(CBr)cc4)cccc3C2=O)C(=O)N1, CCN(C(C)C)C(C)C, ClCCl, CC#N, Cc1cccc(C2CCNCC2)c1. Yields the product Cc1cccc(C2CCN(Cc3ccc(COc4cccc5c4CN(C4CCC(=O)NC4=O)C5=O)cc3)CC2)c1. RXN SMILES: [Br:4][CH2:5][c:6]1[cH:7][cH:8][c:9]([CH2:10][O:11][c:12]2[c:13]3[c:17]([cH:18][cH:19][cH:20]2)[C:16](=[O:21])[N:15]([CH:22]2[C:23](=[O:29])[NH:24][C:25](=[O:28])[CH2:26][CH2:27]2)[CH2:14]3)[cH:30][cH:31]1.[CH2:45]([N:46]([CH:47]([CH3:48])[CH3:49])[CH:50]([CH3:51])[CH3:52])[CH3:53].[CH2:54]([Cl:55])[Cl:56].[CH3:1][C:2]#[N:3].[c:32]1([CH3:44])[cH:33][c:34]([CH:38]2[CH2:39][CH2:40][NH:41][CH2:42][CH2:43]2)[cH:35][cH:36][cH:37]1>>[CH2:5]([c:6]1[cH:7][cH:8][c:9]([CH2:10][O:11][c:12]2[c:13]3[c:17]([cH:18][cH:19][cH:20]2)[C:16](=[O:21])[N:15]([CH:22]2[C:23](=[O:29])[NH:24][C:25](=[O:28])[CH2:26][CH2:27]2)[CH2:14]3)[cH:30][cH:31]1)[N:41]1[CH2:40][CH2:39][CH:38]([c:34]2[cH:33][c:32]([CH3:44])[cH:37][cH:36][cH:35]2)[CH2:43][CH2:42]1. The reactants are [Li]CCCC, CCCCCC, Cl, C1CCOC1, CC(C=O)c1ccccc1, c1ccc(-c2cccs2)cc1. The product is CC(c1ccccc1)C(O)c1ccc(-c2ccccc2)s1. Reaction SMILES: [CH2:1]([Li:2])[CH2:3][CH2:4][CH3:5].[CH3:28][CH2:29][CH2:30][CH2:31][CH2:32][CH3:33].[ClH:27].[O:34]1[CH2:35][CH2:36][CH2:37][CH2:38]1.[c:17]1([CH:23]([CH:24]=[O:25])[CH3:26])[cH:18][cH:19][cH:20][cH:21][cH:22]1.[c:6]1(-[c:12]2[s:13][cH:14][cH:15][cH:16]2)[cH:7][cH:8][cH:9][cH:10][cH:11]1>>[c:6]1(-[c:12]2[s:13][c:14]([CH:24]([CH:23]([c:17]3[cH:18][cH:19][cH:20][cH:21][cH:22]3)[CH3:26])[OH:25])[cH:15][cH:16]2)[cH:7][cH:8][cH:9][cH:10][cH:11]1.